This data is from the Open Reaction Database (ORD), a public repository of structured organic reaction records. The task is: describe an organic reaction: reactants, conditions, products, and yield Reactants: CCCCSc1ccc(C=CC(C)=O)cc1, CCCCSc1ccc(C=O)cc1[N+](=O)[O-], O, CC(=O)C=P(c1ccccc1)(c1ccccc1)c1ccccc1. The product is CCCCSc1ccc(C=CC(C)=O)cc1[N+](=O)[O-]. RXN SMILES: [CH2:1]([CH2:2][CH2:3][CH3:4])[S:5][c:6]1[cH:7][cH:8][c:9]([CH:12]=[CH:13][C:14]([CH3:15])=[O:16])[cH:10][cH:11]1.[N+:17](=[O:18])([O-:19])[c:20]1[cH:21][c:22]([CH:31]=[O:32])[cH:23][cH:24][c:25]1[S:26][CH2:27][CH2:28][CH2:29][CH3:30].[OH2:56].[c:33]1([P:34]([c:35]2[cH:36][cH:37][cH:38][cH:39][cH:40]2)([c:41]2[cH:42][cH:43][cH:44][cH:45][cH:46]2)=[CH:47][C:48](=[O:49])[CH3:50])[cH:51][cH:52][cH:53][cH:54][cH:55]1>>[CH2:1]([CH2:2][CH2:3][CH3:4])[S:5][c:6]1[cH:7][cH:8][c:9]([CH:12]=[CH:13][C:14]([CH3:15])=[O:16])[cH:10][c:11]1[N+:17](=[O:18])[O-:19]. Starting materials: C1(=CC=CC=C1)P(C1=CC=CC=C1)C1=CC=CC=C1 (Triphenylphosphine), ClC=1C=C(C=CC1S(=O)(=O)C)[C@H](C(=O)NC1=NN(C=C1)C)CC1CCCC1 (3-[2(R)-(3-chloro-4-methanesulfonyl-phenyl)-3-cyclopentyl-propionylamino]-1-methyl-pyrazole), C(C)(C)(C)OC(=O)N1N=C(C=C1)N (3-amino-pyrazole-1-carboxylic acid tert-butyl ester), BrN1C(CCC1=O)=O (N-bromosuccinimide), CN1CCOCC1 (N-methyl-morpholine). Run in C(C)(=O)OCC (ethyl acetate), C(Cl)Cl (methylene chloride). Conditions: temperature 0 celsius. Yields the product ethyl acetate hexanes, C(C)(C)(C)OC(=O)N1N=C(C=C1)NC([C@H](CC1CCCC1)C1=CC(=C(C=C1)S(=O)(=O)C)Cl)=O (3-[2(R)-(3-chloro-4-methanesulfonyl-phenyl)-3-cyclopentyl-propionylamino]-pyrazole-1-carboxylic acid tert-butyl ester). Yield: 99.3%. As a reaction SMILES: C1(P(C2C=CC=CC=2)C2C=CC=CC=2)C=CC=CC=1.BrN1C(=O)CCC1=O.[Cl:28][C:29]1[CH:30]=[C:31]([C@@H:39]([CH2:49][CH:50]2[CH2:54][CH2:53][CH2:52][CH2:51]2)[C:40](NC2C=CN(C)N=2)=[O:41])[CH:32]=[CH:33][C:34]=1[S:35]([CH3:38])(=[O:37])=[O:36].[C:55]([O:59][C:60]([N:62]1[CH:66]=[CH:65][C:64]([NH2:67])=[N:63]1)=[O:61])([CH3:58])([CH3:57])[CH3:56].CN1CCOCC1>C(Cl)Cl.C(OCC)(=O)C>[C:55]([O:59][C:60]([N:62]1[CH:66]=[CH:65][C:64]([NH:67][C:40](=[O:41])[C@@H:39]([C:31]2[CH:32]=[CH:33][C:34]([S:35]([CH3:38])(=[O:36])=[O:37])=[C:29]([Cl:28])[CH:30]=2)[CH2:49][CH:50]2[CH2:51][CH2:52][CH2:53][CH2:54]2)=[N:63]1)=[O:61])([CH3:58])([CH3:56])[CH3:57]. Procedure details: Triphenylphosphine (1.61 g, 6.15 mmol) was dissolved in methylene chloride (60 mL) and cooled to 0° C. To this solution was added N-bromosuccinimide (1.24 g, 6.97 mmol) and was stirred at 0° C. until it was completely dissolved and became light purple in color. The 2(R)-(3-chloro-4-methanesulfonyl-phenyl)-3-cyclopentyl-propionic acid (prepared as in PCT WO 2004/052869 A1, Example 1, 1.36 g, 4.1 mmol) was then added and it was stirred at 0° C. for 15 min and then warmed to 25° C. and stirred for ...